Dataset: the Open Reaction Database (ORD), a public repository of structured organic reaction records. Task: describe an organic reaction: reactants, conditions, products, and yield The reactants are C[SiH2]OC(C)(c1nc2c(cc1Br)CC1CN(C(=O)OC(C)(C)C)CC(C)N21)C(C)(C)C(C)C, [Li]C(C)(C)C, CN(C)C=O, Cc1ccccc1, CCCCC. The product is C[SiH2]OC(C)(c1nc2c(cc1C=O)CC1CN(C(=O)OC(C)(C)C)CC(C)N21)C(C)(C)C(C)C. As a reaction SMILES: [C:1]([CH3:2])([CH3:3])([CH3:4])[O:5][C:6](=[O:7])[N:8]1[CH2:9][CH:10]2[CH2:11][c:12]3[cH:13][c:14]([Br:33])[c:15]([C:22]([O:23][SiH2:24][CH3:25])([C:26]([CH:27]([CH3:28])[CH3:29])([CH3:30])[CH3:31])[CH3:32])[n:16][c:17]3[N:18]2[CH:19]([CH3:21])[CH2:20]1.[C:34]([Li:35])([CH3:36])([CH3:37])[CH3:38].[CH3:39][N:40]([CH:41]=[O:42])[CH3:43].[CH3:44][c:45]1[cH:46][cH:47][cH:48][cH:49][cH:50]1.[CH3:51][CH2:52][CH2:53][CH2:54][CH3:55]>>[C:1]([CH3:2])([CH3:3])([CH3:4])[O:5][C:6](=[O:7])[N:8]1[CH2:9][CH:10]2[CH2:11][c:12]3[cH:13][c:14]([CH:41]=[O:42])[c:15]([C:22]([O:23][SiH2:24][CH3:25])([C:26]([CH:27]([CH3:28])[CH3:29])([CH3:30])[CH3:31])[CH3:32])[n:16][c:17]3[N:18]2[CH:19]([CH3:21])[CH2:20]1. Product: BrCC(O)C1=CC(=C(C=C1)OCC1=CC=CC=C1)[N+](=O)[O-] (α-(bromomethyl)-4-phenylmethoxy-3-nitrobenzenemethanol). As a reaction SMILES: [Br:1][CH2:2][C:3]([C:5]1[CH:10]=[CH:9][C:8]([O:11][CH2:12][C:13]2[CH:18]=[CH:17][CH:16]=[CH:15][CH:14]=2)=[C:7]([N+:19]([O-:21])=[O:20])[CH:6]=1)=[O:4].COC1C=CC(CC(C)NCC2C=CC=CC=2)=CC=1.B.O1CCBN1.N[C@@H]1C2C(=CC=CC=2)C[C@@H]1O>>[Br:1][CH2:2][CH:3]([C:5]1[CH:10]=[CH:9][C:8]([O:11][CH2:12][C:13]2[CH:18]=[CH:17][CH:16]=[CH:15][CH:14]=2)=[C:7]([N+:19]([O-:21])=[O:20])[CH:6]=1)[OH:4]. Reported procedure: from 2-bromo-4′-benzyloxy-3′-nitroacetophenone and 4-methoxy-α-methyl-N-(phenylmethyl)benzeneethanamine comprising the sequential steps of: (a) reducing 2-bromo-4′-benzyloxy-3′-nitroacetophenone with about one equivalent of a borane reagent in the presence of a catalytic amount of a single enantiomer of an oxazaborolidine derived from cis 1-amino-2-indanol to produce substantially enantiomerically pure α-(bromomethyl)-4-phenylmethoxy-3-nitrobenzenemethanol (FBH); (b) reducing the α-(bromomethyl)... The reactants are B (borane), BrCC(=O)C1=CC(=C(C=C1)OCC1=CC=CC=C1)[N+](=O)[O-] (2-bromo-4′-benzyloxy-3′-nitroacetophenone), BrCC(=O)C1=CC(=C(C=C1)OCC1=CC=CC=C1)[N+](=O)[O-] (2-bromo-4′-benzyloxy-3′-nitroacetophenone), N[C@H]1[C@H](CC2=CC=CC=C12)O (cis 1-amino-2-indanol), COC1=CC=C(C=C1)CC(NCC1=CC=CC=C1)C (4-methoxy-α-methyl-N-(phenylmethyl)benzeneethanamine), ( a ), O1NBCC1 (oxazaborolidine). Reaction SMILES: [C:1](=[O:2])([OH:3])[c:4]1[c:5](=[S:15])[s:6][s:7][c:8]1-[c:9]1[n:10][cH:11][cH:12][n:13][cH:14]1.[CH2:16]([O:17][C:18]([N:21]1[c:19]2[c:20]([cH:22][cH:23][cH:24][cH:25]2)[CH:26]=[CH:27][CH:28]1[O:29][CH2:30][CH3:31])=[O:32])[CH3:33].[CH2:35]([Cl:36])[Cl:37].[CH3:38][OH:39].[CH3:40][N:41]([CH3:42])[CH:43]=[O:44].[NH3:34]>>[C:1](=[O:2])([c:4]1[c:5](=[S:15])[s:6][s:7][c:8]1-[c:9]1[n:10][cH:11][cH:12][n:13][cH:14]1)[NH2:21]. Yields the product NC(=O)c1c(-c2cnccn2)ssc1=S. The reactants are O=C(O)c1c(-c2cnccn2)ssc1=S, CCOC(=O)N1c2ccccc2C=CC1OCC, ClCCl, CO, CN(C)C=O, N. The reactants are CCO, CCOC(=O)C1(C=O)CC1, Cl, N#C[K], O, Cc1ccc(CC(N)c2ccccc2)cc1. The product is CCOC(=O)C1(C(C#N)NC(Cc2ccc(C)cc2)c2ccccc2)CC1. Reaction SMILES: [CH3:31][CH2:32][OH:33].[CH:20](=[O:21])[C:22]1([C:25](=[O:26])[O:27][CH2:28][CH3:29])[CH2:23][CH2:24]1.[ClH:30].[K:1][C:2]#[N:3].[OH2:34].[c:4]1([CH:10]([CH2:11][c:12]2[cH:13][cH:14][c:15]([CH3:18])[cH:16][cH:17]2)[NH2:19])[cH:5][cH:6][cH:7][cH:8][cH:9]1>>[C:2](#[N:3])[CH:20]([NH:19][CH:10]([c:4]1[cH:5][cH:6][cH:7][cH:8][cH:9]1)[CH2:11][c:12]1[cH:13][cH:14][c:15]([CH3:18])[cH:16][cH:17]1)[C:22]1([C:25](=[O:26])[O:27][CH2:28][CH3:29])[CH2:23][CH2:24]1. The reactants are BrC1=CC(=CC2=C1N(C(C(O2)(C)C)=O)C2=CC=C(C=C2)F)[N+](=O)[O-] (5-bromo-4-(4-fluorophenyl)-2,2-dimethyl-7-nitro-2H-1,4-benzoxazin-3(4H)-one), C(CCC)[Sn](C=C)(CCCC)CCCC (tributyl(vinyl)tin). Reagents/catalysts: C=1C=CC(=CC1)[P](C=2C=CC=CC2)(C=3C=CC=CC3)[Pd]([P](C=4C=CC=CC4)(C=5C=CC=CC5)C=6C=CC=CC6)([P](C=7C=CC=CC7)(C=8C=CC=CC8)C=9C=CC=CC9)[P](C=1C=CC=CC1)(C=1C=CC=CC1)C=1C=CC=CC1 (tetrakis(triphenylphosphine)palladium(0)). Run in O1CCOCC1 (dioxane). The product is FC1=CC=C(C=C1)N1C(C(OC2=C1C(=CC(=C2)[N+](=O)[O-])C=C)(C)C)=O (4-(4-fluorophenyl)-2,2-dimethyl-7-nitro-5-vinyl-2H-1,4-benzoxazin-3(4H)-one). As a reaction SMILES: Br[C:2]1[C:7]2[N:8]([C:15]3[CH:20]=[CH:19][C:18]([F:21])=[CH:17][CH:16]=3)[C:9](=[O:14])[C:10]([CH3:13])([CH3:12])[O:11][C:6]=2[CH:5]=[C:4]([N+:22]([O-:24])=[O:23])[CH:3]=1.[CH2:25]([Sn](CCCC)(CCCC)C=C)[CH2:26]CC>C1C=CC([P]([Pd]([P](C2C=CC=CC=2)(C2C=CC=CC=2)C2C=CC=CC=2)([P](C2C=CC=CC=2)(C2C=CC=CC=2)C2C=CC=CC=2)[P](C2C=CC=CC=2)(C2C=CC=CC=2)C2C=CC=CC=2)(C2C=CC=CC=2)C2C=CC=CC=2)=CC=1.O1CCOCC1>[F:21][C:18]1[CH:19]=[CH:20][C:15]([N:8]2[C:7]3[C:2]([CH:25]=[CH2:26])=[CH:3][C:4]([N+:22]([O-:24])=[O:23])=[CH:5][C:6]=3[O:11][C:10]([CH3:13])([CH3:12])[C:9]2=[O:14])=[CH:16][CH:17]=1 |^1:43,45,64,83|. Reported procedure: A mixture of 5-bromo-4-(4-fluorophenyl)-2,2-dimethyl-7-nitro-2H-1,4-benzoxazin-3(4H)-one (compound obtained in Reference Example 53(6); 100 mg), tributyl(vinyl)tin (78 μL) and tetrakis(triphenylphosphine)palladium(0) (59 mg) and dioxane was refluxed under argon atmosphere for 6 hours. After cooling, the reaction mixture was concentrated in vacuo, and the resultant residue was diluted with acetonitrile and n-hexane. The n-hexane layer was removed from the mixture, and the acetonitrile layer was c... Starting materials: C(C)(C)(C)C1OC1 (tert.-butyloxirane), ClC1=CC=C(C=C1)O (4-chlorophenol), [OH-].[Na+] (sodium hydroxide). Solvent: O (water), O (water). Reaction conditions: temperature 60 celsius, time 24 hour. The product is ClC1=CC=C(OCC(C(C)(C)C)O)C=C1 (1-(4-chlorophenoxy)-3,3-dimethyl-butan-2-ol). Isolated yield 51.6%. Reaction SMILES: [C:1]([CH:5]1[CH2:7][O:6]1)([CH3:4])([CH3:3])[CH3:2].[Cl:8][C:9]1[CH:14]=[CH:13][C:12]([OH:15])=[CH:11][CH:10]=1.[OH-].[Na+]>O>[Cl:8][C:9]1[CH:14]=[CH:13][C:12]([O:15][CH2:7][CH:5]([OH:6])[C:1]([CH3:4])([CH3:3])[CH3:2])=[CH:11][CH:10]=1 |f:2.3|. Reported procedure: 5 g (0.05 mole) of tert.-butyloxirane were added to 12.8 g (0.1 mole) of 4-chlorophenol and 4 g of sodium hydroxide in 20 ml of water. The reaction mixture was stirred at 60° C. for 24 hours and then diluted with about 100 ml of water. It was extracted three times with 50 ml of methylene chloride each time. The combined organic phases were washed with dilute aqueous sodium hydroxide solution for the purpose of removing unreacted phenol, and were dried over sodium sulpnate and concentrated. The r...